This data is from the Open Reaction Database (ORD), a public repository of structured organic reaction records. The task is: describe an organic reaction: reactants, conditions, products, and yield Product: C(C)(C)OC(C)C (di-iso-propyl ether), C(#N)C1=CC=C(OCC(CNC(OC(C)(C)C)=O)O)C=C1 (tert-Butyl 3-(4-cyanophenoxy)-2-hydroxypropylcarbamate). As a reaction SMILES: [NH2:1][CH2:2][CH:3]([OH:14])[CH2:4][O:5][C:6]1[CH:13]=[CH:12][C:9]([C:10]#[N:11])=[CH:8][CH:7]=1.O.[C:16](O[C:24]([O:26][C:27]([CH3:30])([CH3:29])[CH3:28])=[O:25])(OC(C)(C)C)=O.[Na+].[Cl-]>C1COCC1>[CH:6]([O:5][CH:4]([CH3:3])[CH3:16])([CH3:7])[CH3:13].[C:10]([C:9]1[CH:12]=[CH:13][C:6]([O:5][CH2:4][CH:3]([OH:14])[CH2:2][NH:1][C:24](=[O:25])[O:26][C:27]([CH3:28])([CH3:29])[CH3:30])=[CH:7][CH:8]=1)#[N:11] |f:3.4|. Procedure: A cooled (0° C.) solution of 4-[(3-amino-2-hydroxypropyl)oxy]benzonitrile (from step (ii) above; 44.6 g, 0.23 mol) in THF:H2O (1.5 L of 1:1) was treated with di-tert-butyl dicarbonate (53 g, 0.24 mol). The mixture was stirred at rt overnight, after which NaCl was added and the resulting organic layer separated. The water layer was extracted with ether and the combined organics were dried and concentrated in vacuo. The resulting oil (70 g) was filtered through a plug of silica, and then crystalli... Run in C1CCOC1 (THF). Starting materials: [Na+].[Cl-] (NaCl), O (H2O), C(=O)(OC(C)(C)C)OC(=O)OC(C)(C)C (di-tert-butyl dicarbonate), NCC(COC1=CC=C(C#N)C=C1)O (4-[(3-amino-2-hydroxypropyl)oxy]benzonitrile). Run at time 8 hour. Starting materials: OC(C#CC=1C=C(C(=O)C2=CC=CC=C2)C=CC1)(C)C (3-(3-hydroxy-3-methyl-1-butynyl)benzophenone), [OH-].[Na+] (NaOH). The solvent is C1(=CC=CC=C1)C (toluene), C1(=CC=CC=C1)C (Toluene). Run at temperature 120 celsius. Yields the product C(#C)C=1C=C(C(=O)C2=CC=CC=C2)C=CC1 (3-ethynylbenzophenone). Yield: 79.3%. As a reaction SMILES: OC(C)(C)[C:3]#[C:4][C:5]1[CH:6]=[C:7]([CH:16]=[CH:17][CH:18]=1)[C:8]([C:10]1[CH:15]=[CH:14][CH:13]=[CH:12][CH:11]=1)=[O:9].[OH-].[Na+]>C1(C)C=CC=CC=1>[C:4]([C:5]1[CH:6]=[C:7]([CH:16]=[CH:17][CH:18]=1)[C:8]([C:10]1[CH:11]=[CH:12][CH:13]=[CH:14][CH:15]=1)=[O:9])#[CH:3] |f:1.2|. Reported procedure: In a 100 ml two-necked flask having a reflux condenser were charged 1.45 g (5.5 mmol) of 3-(3-hydroxy-3-methyl-1-butynyl)benzophenone and 230 mg (5.8 mmol) of NaOH (Kishida Chemical Co., Ltd.; 0.7 mm particles, 986) and air in the flask was replaced by Ar gas. 30 ml of toluene was added to the mixture and the mixture was heated at 120° C. under reflux for 0.5 hour. Toluene was added to the reaction mixture and the mixture was washed with a saturated aqueous ammonium chloride solution and dried o...